This data is from the Open Reaction Database (ORD), a public repository of structured organic reaction records. The task is: describe an organic reaction: reactants, conditions, products, and yield Reactants: CC(=O)NCCCNc1nccc(C(C#N)=C2NC(C(C)(C)C)=CS2)n1, C1CCOC1, CC(C)(C)[O-], CI, ClCCl, O=C(O)C(F)(F)F, [K+]. Yields the product CC(=O)NCCCN(C)c1nccc(C(C#N)=C2NC(C(C)(C)C)=CS2)n1. RXN SMILES: [C:1]([CH3:2])([CH3:3])([CH3:4])[C:5]1=[CH:9][S:8][C:7](=[C:10]([c:11]2[n:12][c:13]([NH:17][CH2:18][CH2:19][CH2:20][NH:21][C:22]([CH3:23])=[O:24])[n:14][cH:15][cH:16]2)[C:25]#[N:26])[NH:6]1.[CH2:42]1[O:43][CH2:44][CH2:45][CH2:46]1.[CH3:27][C:28]([CH3:29])([O-:30])[CH3:31].[CH3:33][I:34].[Cl:47][CH2:48][Cl:49].[F:35][C:36]([F:37])([F:38])[C:39]([OH:40])=[O:41].[K+:32]>>[C:1]([CH3:2])([CH3:3])([CH3:4])[C:5]1=[CH:9][S:8][C:7](=[C:10]([c:11]2[n:12][c:13]([N:17]([CH2:18][CH2:19][CH2:20][NH:21][C:22]([CH3:23])=[O:24])[CH3:27])[n:14][cH:15][cH:16]2)[C:25]#[N:26])[NH:6]1. The reactants are C(CC(O)(C(=O)O)CC(=O)O)(=O)O (citric acid), C(C)(=O)O[C@@H]1C[C@H]2CC[C@H]3[C@]4(C=CC([C@@]4(C)CC[C@@H]3[C@]2(CC1)C)=O)O (3β-acetoxy-14β-hydroxy-5β-androst-15-en-17-one), ClCOCC (ethyl chloromethyl ether), C(C)(C)N(CC)C(C)C (diisopropylethylamine). The solvent is ClCCl (dichloromethane). The product is C(C)(=O)O[C@@H]1C[C@H]2CC[C@H]3[C@]4(C=CC([C@@]4(C)CC[C@@H]3[C@]2(CC1)C)=O)OCOCC (3β-acetoxy-14β-ethoxymethoxy-5β-androst-15-en-17-one). As a reaction SMILES: [C:1]([O:4][C@H:5]1[CH2:22][CH2:21][C@@:20]2([CH3:23])[C@H:7]([CH2:8][CH2:9][C@@H:10]3[C@@H:19]2[CH2:18][CH2:17][C@@:15]2([CH3:16])[C@:11]3([OH:25])[CH:12]=[CH:13][C:14]2=[O:24])[CH2:6]1)(=[O:3])[CH3:2].Cl[CH2:27][O:28][CH2:29][CH3:30].C(N(C(C)C)CC)(C)C.C(O)(=O)CC(CC(O)=O)(C(O)=O)O>ClCCl>[C:1]([O:4][C@H:5]1[CH2:22][CH2:21][C@@:20]2([CH3:23])[C@H:7]([CH2:8][CH2:9][C@@H:10]3[C@@H:19]2[CH2:18][CH2:17][C@@:15]2([CH3:16])[C@:11]3([O:25][CH2:27][O:28][CH2:29][CH3:30])[CH:12]=[CH:13][C:14]2=[O:24])[CH2:6]1)(=[O:3])[CH3:2]. Procedure details: A solution of 9.20 g of 3β-acetoxy-14β-hydroxy-5β-androst-15-en-17-one (G. Groszek et al., Bull. Pol. Acad. Sci., Chem., 34, 1986, 313), 11 ml of ethyl chloromethyl ether, 54 ml of diisopropylethylamine in 750 ml of dichloromethane was heated at reflux for 24 hrs. The solution was then cooled and poured into 500 ml of aq. 8% citric acid solution. The lower layer was separated, washed with water, dried over anhydrous sodium sulfate and evaporated to dryness. The crude product was purified by chro... Conditions: temperature 20 celsius, time 16 hour. Reactants: ClC1=CC2=C(OC(OC2(CC=C)C2=CC=CC=C2)C(=O)O)C=C1 (6-chloro-4-phenyl-4-(2-propenyl)-[4H]-1,3-benzodioxin-2-carboxylic acid), CO (methanol), [Cl-].[Na+] (sodium chloride). RXN SMILES: [Cl:1][C:2]1[CH:23]=[CH:22][C:5]2[O:6][CH:7]([C:19]([OH:21])=[O:20])[O:8][C:9]([C:13]3[CH:18]=[CH:17][CH:16]=[CH:15][CH:14]=3)([CH2:10][CH:11]=[CH2:12])[C:4]=2[CH:3]=1.[Cl-].[Na+].[CH3:26]O>>[Cl:1][C:2]1[CH:23]=[CH:22][C:5]2[O:6][CH:7]([C:19]([O:21][CH3:26])=[O:20])[O:8][C:9]([C:13]3[CH:18]=[CH:17][CH:16]=[CH:15][CH:14]=3)([CH2:10][CH:11]=[CH2:12])[C:4]=2[CH:3]=1 |f:1.2|. The product is ClC1=CC2=C(OC(OC2(CC=C)C2=CC=CC=C2)C(=O)OC)C=C1 (methyl 6-chloro-4-phenyl-4-(2-propenyl)-[4H]-1,3-benzodioxin-2-carboxylate). Procedure details: A mixture of 20 g of the product A of Example 19, 200 ml of methanol and 6 ml of an ether-boron trifluoride complex was stirred at 20° C. for 16 hours and was then poured into a liter of aqueous saturated sodium chloride solution. The mixture was extracted with ether and the ether phase was washed with water until the wash water was neutral, dried over magnesium sulfate and evaporated to dryness under reduced pressure. The residue was chromatographed over silica gel and was eluted with petroleum... The reactants are COc1ccc(Br)c2cc(CBr)oc12, CC(C)(C)OC(=O)N1CCC(O)CC1, CN(C)C=O, [H-], [Na+]. Yields the product COc1ccc(Br)c2cc(COC3CCN(C(=O)OC(C)(C)C)CC3)oc12. As a reaction SMILES: [Br:17][c:18]1[cH:19][cH:20][c:21]([O:29][CH3:30])[c:22]2[c:23]1[cH:24][c:25]([CH2:27][Br:28])[o:26]2.[C:3]([CH3:4])([CH3:5])([CH3:6])[O:7][C:8](=[O:9])[N:10]1[CH2:11][CH2:12][CH:13]([OH:16])[CH2:14][CH2:15]1.[CH3:31][N:32]([CH3:33])[CH:34]=[O:35].[H-:1].[Na+:2]>>[C:3]([CH3:4])([CH3:5])([CH3:6])[O:7][C:8](=[O:9])[N:10]1[CH2:11][CH2:12][CH:13]([O:16][CH2:27][c:25]2[cH:24][c:23]3[c:18]([Br:17])[cH:19][cH:20][c:21]([O:29][CH3:30])[c:22]3[o:26]2)[CH2:14][CH2:15]1. Product: BrC1=C(C=C(C=C1)C1OC1)F ((RS)-2-(4-bromo-3-fluoro-phenyl)-oxirane). Reactants: ClCC(=O)C1=CC(=C(C=C1)Br)F (2-chloro-1-(4-bromo-3-fluoro-phenyl)-ethanone), [BH4-].[Na+] (NaBH4), O (water), C[O-].[Na+] (Sodium methoxide). The yield is 88.2%. Procedure: To a stirred solution of 2-chloro-1-(4-bromo-3-fluoro-phenyl)-ethanone (6.16 g) in ethanol (100 ml) at 5° C. was added portionwise over 5 min NaBH4 (788 mg). The reaction mixture was then stirred at room temperature for 1 hour to afford a light yellow solution. TLC analysis showed the reaction was complete. Sodium methoxide (562 mg) was then added and the reaction mixture was stirred at room temperature overnight. TLC analysis showed a small amount of starting material remaining and so the react... Conditions: time 1 hour. Run in C(C)O (ethanol). RXN SMILES: Cl[CH2:2][C:3]([C:5]1[CH:10]=[CH:9][C:8]([Br:11])=[C:7]([F:12])[CH:6]=1)=[O:4].[BH4-].[Na+].C[O-].[Na+].O>C(O)C>[Br:11][C:8]1[CH:9]=[CH:10][C:5]([CH:3]2[CH2:2][O:4]2)=[CH:6][C:7]=1[F:12] |f:1.2,3.4|. The reactants are FC=1C=C2CCC(C2=CC1)=O (5-fluoroindanone), C1(CC1)[Mg]Br (cyclopropyl magnesium bromide), [Cl-].[NH4+] (ammonium chloride). Solvent: CCOCC (ether), CCOCC (ether). Reaction conditions: time 8 hour. The product is C1(CC1)C1(CCC2=CC(=CC=C12)F)O (1-Cyclopropyl-5-fluoro-indan-1-ol). The yield is 106.8%. Reaction SMILES: [F:1][C:2]1[CH:3]=[C:4]2[C:8](=[CH:9][CH:10]=1)[C:7](=[O:11])[CH2:6][CH2:5]2.[CH:12]1([Mg]Br)[CH2:14][CH2:13]1.[Cl-].[NH4+]>CCOCC>[CH:12]1([C:7]2([OH:11])[C:8]3[C:4](=[CH:3][C:2]([F:1])=[CH:10][CH:9]=3)[CH2:5][CH2:6]2)[CH2:14][CH2:13]1 |f:2.3|. Procedure details: To a solution of 5-fluoroindanone (0.95 g, 6.33 mmol) in anhydrous ether (30 ml) under nitrogen at room temperature add cyclopropyl magnesium bromide (9.1 ml, 7.28 mmol, 1.15 equivalents, 0.80 M in tetrahydrofuran) dropwise while maintaining a gentle reflux. After stirring overnight, quench the reaction at room temperature via dropwise addition of 10% aqueous ammonium chloride. Dilute the reaction with ether, wash with water (2×), dry over anhydrous sodium sulfate, filter, and concentrate to giv... Starting materials: [Cl-].[Al+3].[Cl-].[Cl-] (aluminum chloride), C(C)(=O)Cl (acetyl chloride), Cl (hydrochloric acid), ice water, C(CC)[C@@H]1CC[C@H](CC1)[C@@H]1CC[C@H](CC1)C=1C=C(C=CC1)F (3-[trans-4-(trans-4-propylcyclohexyl)cyclohexyl]fluorobenzene). The solvent is C1(=CC=CC=C1)C (toluene), [N+](=O)([O-])C1=CC=CC=C1 (nitrobenzene). Yields the product C(C)(=O)C1=C(C=C(C=C1)[C@@H]1CC[C@H](CC1)[C@@H]1CC[C@H](CC1)CCC)F (2-acetyl-5-[trans-4-(trans-4-propylcyclohexyl)cyclohexyl]fluorobenzene), ( VII ). As a reaction SMILES: [Cl-].[Al+3].[Cl-].[Cl-].[CH2:5]([C@H:8]1[CH2:13][CH2:12][C@H:11]([C@H:14]2[CH2:19][CH2:18][C@H:17]([C:20]3[CH:21]=[C:22]([F:26])[CH:23]=[CH:24][CH:25]=3)[CH2:16][CH2:15]2)[CH2:10][CH2:9]1)[CH2:6][CH3:7].[C:27](Cl)(=[O:29])[CH3:28].Cl>[N+](C1C=CC=CC=1)([O-])=O.C1(C)C=CC=CC=1>[C:27]([C:23]1[CH:24]=[CH:25][C:20]([C@H:17]2[CH2:18][CH2:19][C@H:14]([C@H:11]3[CH2:10][CH2:9][C@H:8]([CH2:5][CH2:6][CH3:7])[CH2:13][CH2:12]3)[CH2:15][CH2:16]2)=[CH:21][C:22]=1[F:26])(=[O:29])[CH3:28] |f:0.1.2.3|. Reported procedure: Successively, anhydrous aluminum chloride (30.8 g, 0.23 mol) was dissolved in nitrobenzene (150 ml), followed by adding to the solution, the total quantity of the above compound 3-[trans-4-(trans-4-propylcyclohexyl)cyclohexyl]fluorobenzene (38.7 g) at room temperature, dissolving the mixture together with stirring, adding acetyl chloride (27.3 g, 0.348 mol) over 15 minutes, reacting the mixture on heating at a reaction temperature of 35°-40° C. for 2 hours, adding the reaction solution after com... Reactants: FC1=C(C(=O)Cl)C=C(C(=C1F)F)F (2,3,4,5-Tetrafluorobenzoyl chloride), [H-].[Na+] (sodium hydride), oil, C(#N)CC(=O)OC(C)(C)C (tert-Butyl cyanoacetate). Run in O1CCCC1 (tetrahydrofuran). Reaction conditions: time 30 minute. Yields the product C(#N)C(C(=O)OC(C)(C)C)C(C1=C(C(=C(C(=C1)F)F)F)F)=O (tert-butyl 2-cyano-3-oxo-3-(2,3,4,5-tetrafluorophenyl)propionate). The yield is 92.6%. Reaction SMILES: [H-].[Na+].[C:3]([CH2:5][C:6]([O:8][C:9]([CH3:12])([CH3:11])[CH3:10])=[O:7])#[N:4].[F:13][C:14]1[C:22]([F:23])=[C:21]([F:24])[C:20]([F:25])=[CH:19][C:15]=1[C:16](Cl)=[O:17]>O1CCCC1>[C:3]([CH:5]([C:16](=[O:17])[C:15]1[CH:19]=[C:20]([F:25])[C:21]([F:24])=[C:22]([F:23])[C:14]=1[F:13])[C:6]([O:8][C:9]([CH3:12])([CH3:11])[CH3:10])=[O:7])#[N:4] |f:0.1|. Procedure: A 60% dispersion of sodium hydride in mineral oil (12.8 g) was added to tetrahydrofuran (400 ml) and the mixture cooled with stirring using an ice bath. tert-Butyl cyanoacetate (22.8 g) was added dropwise over a 20 minute period with continued ice bath cooling such that the temperature remained below 10° C. 2,3,4,5-Tetrafluorobenzoyl chloride (34 g) was then added dropwise over a one hour period while maintaining the temperature between -5° C. and 0° C. using an ice-acetone bath. The cooling bat... The reactants are N1C=CC2=CC=CC=C12 (indole), C(CCC)[Li] (n-butyllithium), C([O-])(O)=O.[Na+] (sodium bicarbonate), C1(=CC=CC=C1)S(=O)(=O)Cl (benzenesulfonyl chloride). The solvent is C1CCOC1 (THF). Conditions: temperature 0 celsius, time 1 hour. Product: C1(=CC=CC=C1)S(=O)(=O)N1C=CC2=CC=CC=C12 (1-Phenylsulfonyl-indole). Isolated yield 84.8%. Reaction SMILES: [NH:1]1[C:9]2[C:4](=[CH:5][CH:6]=[CH:7][CH:8]=2)[CH:3]=[CH:2]1.C([Li])CCC.[C:15]1([S:21](Cl)(=[O:23])=[O:22])[CH:20]=[CH:19][CH:18]=[CH:17][CH:16]=1.C(=O)(O)[O-].[Na+]>C1COCC1>[C:15]1([S:21]([N:1]2[C:9]3[C:4](=[CH:5][CH:6]=[CH:7][CH:8]=3)[CH:3]=[CH:2]2)(=[O:23])=[O:22])[CH:20]=[CH:19][CH:18]=[CH:17][CH:16]=1 |f:3.4|. Procedure details: To a solution of indole (2.4 g, 20 mol) in dry THF (20 ml) under argon at −78° C. was added dropwise via syringe over 10 min n-butyllithium (1.6M in hexanes; 14 ml). The cooling bath was removed and the solution was stirred for 1 h while warming to 0° C. The resulting indole anion precipitated as a very fine white solid in a cloudy colorless solution. After the suspension was recooled to −78° C., benzenesulfonyl chloride (2.8 ml, 22 mmol) was added via syringe over 20 min, keeping the temperatur...